From a dataset of the Open Reaction Database (ORD), a public repository of structured organic reaction records. describe an organic reaction: reactants, conditions, products, and yield Reactants: BrCCC1=CNC2=CC=CC=C12 (3-(2-bromo-ethyl)-1H-indole), N1CCCC1 (Pyrrolidine). The solvent is O1CCOCC1 (dioxane). Run at temperature 70 celsius, time 8 hour. Yields the product N1(CCCC1)CCC1=CNC2=CC=CC=C12 (3-(2-(Pyrrolidin-1-yl)ethyl)-1H-indole). As a reaction SMILES: [NH:1]1[CH2:5][CH2:4][CH2:3][CH2:2]1.Br[CH2:7][CH2:8][C:9]1[C:17]2[C:12](=[CH:13][CH:14]=[CH:15][CH:16]=2)[NH:11][CH:10]=1>O1CCOCC1>[N:1]1([CH2:7][CH2:8][C:9]2[C:17]3[C:12](=[CH:13][CH:14]=[CH:15][CH:16]=3)[NH:11][CH:10]=2)[CH2:5][CH2:4][CH2:3][CH2:2]1. Reported procedure: Pyrrolidine (3.17 g, 3.7 ml, 44.6 mmol) was dissolved in abs. dioxane (100 ml), 3-(2-bromo-ethyl)-1H-indole (5 g, 22.3 mmol) was added at RT and the mixture was stirred at 70° C. for 8 h. The solution was concentrated, the residue was taken up in CHCl3 (150 ml) and the mixture was washed with water (2×50 ml). The organic phase was dried over Na2SO4, filtered and concentrated i. vac. Reactants: C(C)(=O)O[BH-](OC(C)=O)OC(C)=O.[Na+] (sodium triacetoxyborohydride), ClC1=C(OC2=NC3=C(N2C)C(=CC=C3C=O)C(CC)CC)C(=CC(=C1)Cl)C (2-(2,4-dichloro-6-methylphenoxy)-7-(1-ethylpropyl)-1-methyl-1H-benzimidazole-4-carbaldehyde), CN (methyl amine), C(C)(=O)O (acetic acid). The solvent is C(C)(=O)OCC (ethyl acetate), C([O-])(O)=O.[Na+] (sodium bicarbonate). Reaction conditions: time 48 hour. Yields the product ClC1=C(OC2=NC3=C(N2C)C(=CC=C3CN(CC)C)C(CC)CC)C(=CC(=C1)Cl)C (N-{[2-(2,4-Dichloro-6-methylphenoxy)-7-(1-ethylpropyl)-1-methyl-1H-benzimidazol-4-yl]methyl}-N-methylethanamine). Yield: 70.0%. Reaction SMILES: [Cl:1][C:2]1[CH:25]=[C:24]([Cl:26])[CH:23]=[C:22]([CH3:27])[C:3]=1[O:4][C:5]1[N:9]([CH3:10])[C:8]2[C:11]([CH:17]([CH2:20][CH3:21])[CH2:18][CH3:19])=[CH:12][CH:13]=[C:14]([CH:15]=O)[C:7]=2[N:6]=1.[CH3:28][NH2:29].[C:30](O)(=O)[CH3:31].C(O[BH-](OC(=O)C)OC(=O)C)(=O)C.[Na+]>C(=O)(O)[O-].[Na+].C(OCC)(=O)C>[Cl:1][C:2]1[CH:25]=[C:24]([Cl:26])[CH:23]=[C:22]([CH3:27])[C:3]=1[O:4][C:5]1[N:9]([CH3:10])[C:8]2[C:11]([CH:17]([CH2:20][CH3:21])[CH2:18][CH3:19])=[CH:12][CH:13]=[C:14]([CH2:15][N:29]([CH3:28])[CH2:30][CH3:31])[C:7]=2[N:6]=1 |f:3.4,5.6|. Procedure: To a mixture of 2-(2,4-dichloro-6-methylphenoxy)-7-(1-ethylpropyl)-1-methyl-1H-benzimidazole-4-carbaldehyde (120 mg, 0.296 mmol), methyl amine (2M tetrahydrofuran solution, 1.48 ml, 2.96 mmol), acetic acid (0.5 ml) and ethyl acetate (2.0 ml) was added sodium triacetoxyborohydride (314 mg, 1.48 mmol) and the reaction mixture was stirred at room temperature for 48 h. The residue was diluted with aqueous saturated sodium bicarbonate and extracted with ethyl acetate. The extracts were washed with wa...